Dataset: the Open Reaction Database (ORD), a public repository of structured organic reaction records. Task: describe an organic reaction: reactants, conditions, products, and yield Starting materials: [H-].[Na+] (sodium hydride), S(=O)(=O)(OC)OC (dimethyl sulfate), [Cl-].[NH4+] (ammonium chloride), S(=O)(=O)(C1=CC=C(C)C=C1)N1CCCC(C2=C1C=CC=C2)=O (1-tosyl-2,3,4,5-tetrahydro-1-H-1 -benzazepin-5-one), ice. Solvent: CN(C=O)C (dimethylformamide). Run at time 1 hour. Product: COC1=CCCN(C2=C1C=CC=C2)S(=O)(=O)C2=CC=C(C)C=C2 (5-methoxy-1-tosyl-2,3-dihydro-1H-1-benzazepine). RXN SMILES: [H-].[Na+].[S:3]([N:13]1[C:19]2[CH:20]=[CH:21][CH:22]=[CH:23][C:18]=2[C:17](=[O:24])[CH2:16][CH2:15][CH2:14]1)([C:6]1[CH:12]=[CH:11][C:9]([CH3:10])=[CH:8][CH:7]=1)(=[O:5])=[O:4].S(OC)(O[CH3:29])(=O)=O.[Cl-].[NH4+]>CN(C)C=O>[CH3:29][O:24][C:17]1[C:18]2[CH:23]=[CH:22][CH:21]=[CH:20][C:19]=2[N:13]([S:3]([C:6]2[CH:7]=[CH:8][C:9]([CH3:10])=[CH:11][CH:12]=2)(=[O:4])=[O:5])[CH2:14][CH2:15][CH:16]=1 |f:0.1,4.5|. Procedure: In 10 ml of dimethylformamide was suspended 165 mg of 60% sodium hydride, and 1.0 g of 1-tosyl-2,3,4,5-tetrahydro-1-H-1 -benzazepin-5-one was added to the suspension under ice-cooling, followed by 1 hour of stirring in the ice bath. To this was added dropwise 0.90 ml of dimethyl sulfate, and the mixture was stirred for 30 minutes. After adding ammonium chloride aqueous solution to the reaction solution and subsequently evaporating the solvent, the thus obtained residue was treated with chlorofor...